The task is: describe an organic reaction: reactants, conditions, products, and yield. This data is from the Open Reaction Database (ORD), a public repository of structured organic reaction records. Reactants: CC(C)(C)OC(=O)Nc1cc(OCC#N)c(I)cc1[N+](=O)[O-], OB(O)c1ccc(F)cc1. The product is CC(C)(C)OC(=O)Nc1cc(OCC#N)c(-c2ccc(F)cc2)cc1[N+](=O)[O-]. RXN SMILES: [C:1]([CH3:2])([CH3:3])([CH3:4])[O:5][C:6]([NH:7][c:8]1[c:9]([N+:19](=[O:20])[O-:21])[cH:10][c:11]([I:18])[c:12]([O:14][CH2:15][C:16]#[N:17])[cH:13]1)=[O:22].[OH:23][B:24]([OH:25])[c:26]1[cH:27][cH:28][c:29]([F:30])[cH:31][cH:32]1>>[C:1]([CH3:2])([CH3:3])([CH3:4])[O:5][C:6]([NH:7][c:8]1[c:9]([N+:19](=[O:20])[O-:21])[cH:10][c:11](-[c:26]2[cH:27][cH:28][c:29]([F:30])[cH:31][cH:32]2)[c:12]([O:14][CH2:15][C:16]#[N:17])[cH:13]1)=[O:22].